Dataset: the Open Reaction Database (ORD), a public repository of structured organic reaction records. Task: describe an organic reaction: reactants, conditions, products, and yield As a reaction SMILES: [C:1]([CH2:2][C:3]([OH:4])([C:5](=[O:6])[O:7][CH2:8][CH3:9])[CH2:10][C:11](=[O:12])[O:13][CH2:14][CH3:15])(=[O:16])[O:17][CH2:18][CH3:19].[CH3:22][CH2:23][OH:24].[H:20][H:21]>>[C:1]([CH2:2][CH:3]([C:5](=[O:6])[O:7][CH2:8][CH3:9])[CH2:10][C:11](=[O:12])[O:13][CH2:14][CH3:15])(=[O:16])[O:17][CH2:18][CH3:19]. Starting materials: CCOC(=O)CC(O)(CC(=O)OCC)C(=O)OCC, CCO, [H][H]. The product is CCOC(=O)CC(CC(=O)OCC)C(=O)OCC. The reactants are ClC1=C(C(=O)OC)C(=CC=C1)Cl (methyl 2,6-dichlorobenzoate), C(=O)=O (carbon dioxide), C(C)(C)NC(C)C (diisopropylamine), C(CCC)[Li] (n-butyl lithium). Solvent: O1CCCC1 (tetrahydrofuran), O1CCCC1 (tetrahydrofuran). Reaction conditions: temperature 0 celsius, time 30 minute. The product is ClC1=C(C(=O)O)C=CC(=C1C(=O)OC)Cl (2,4-dichloro-3-methoxycarbonylbenzoic acid). RXN SMILES: C(NC(C)C)(C)C.C([Li])CCC.[Cl:13][C:14]1[CH:23]=[CH:22][CH:21]=[C:20]([Cl:24])[C:15]=1[C:16]([O:18][CH3:19])=[O:17].[C:25](=[O:27])=[O:26]>O1CCCC1>[Cl:13][C:14]1[C:15]([C:16]([O:18][CH3:19])=[O:17])=[C:20]([Cl:24])[CH:21]=[CH:22][C:23]=1[C:25]([OH:27])=[O:26]. Procedure details: To a stirred solution of diisopropylamine (22 ml) in dry tetrahydrofuran (160 ml) cooled to 0° C. under an inert atmosphere was added n-butyl lithium (2.5M, 67 ml) dropwise. The solution was stirred for 30 minutes at 0° C., then added to a solution of methyl 2,6-dichlorobenzoate (26.62 g) in dry tetrahydrofuran (160 ml) cooled to -78° C. under an inert atmosphere. After 1.5 hours at this temperature the mixture was poured onto excess solid carbon dioxide and left to stand overnight. The solvent ... Starting materials: [N+](=O)([O-])C=1C=C(C(=CC1C)C)N1C(C(=C(C=C1C)C)C#N)=O (1-(3'-nitro-4',6'-dimethylphenyl)-3-cyano-4,6-dimethyl-2-pyridone). The reagents and catalysts are [Pd] (palladium/charcoal). Solvent: CN(C=O)C (dimethylformamide). The product is NC=1C=C(C(=CC1C)C)N1C(C(=C(C=C1C)C)C#N)=O (1-(3'-Amino-4,6'-dimethylphenyl)-3-cyano-4,6-dimethyl-2-pyridone). RXN SMILES: [N+:1]([C:4]1[CH:5]=[C:6]([N:12]2[C:17]([CH3:18])=[CH:16][C:15]([CH3:19])=[C:14]([C:20]#[N:21])[C:13]2=[O:22])[C:7]([CH3:11])=[CH:8][C:9]=1[CH3:10])([O-])=O>CN(C)C=O.[Pd]>[NH2:1][C:4]1[CH:5]=[C:6]([N:12]2[C:17]([CH3:18])=[CH:16][C:15]([CH3:19])=[C:14]([C:20]#[N:21])[C:13]2=[O:22])[C:7]([CH3:11])=[CH:8][C:9]=1[CH3:10]. Procedure details: 48.3 g (0.165 mol) 1-(3'-nitro-4',6'-dimethylphenyl)-3-cyano-4,6-dimethyl-2-pyridone are dissolved in 1 liter of dimethylformamide and, after adding of 5 g palladium/charcoal catalyst, hydrogenated at normal pressure and 15°-20° C. The catalyst is filtered off and the filtrate is concentrated by evaporation. The residue is treated with hexane and dried. Yield: 42.0 g (95.3%) 1-(3'-amino-4',6'-dimethylphenyl)-3-cyano-4,6-dimethyl-2-pyridone, mp. 218°-219° C. Reactants: CC(=O)O, Cc1cc(C)c(O)c(C)c1. The product is Cc1cc(C=O)cc(C)c1O. As a reaction SMILES: [CH3:11][C:12]([OH:13])=[O:14].[CH3:1][c:2]1[c:3]([OH:10])[c:4]([CH3:9])[cH:5][c:6]([CH3:8])[cH:7]1>>[CH3:1][c:2]1[c:3]([OH:10])[c:4]([CH3:9])[cH:5][c:6]([CH:8]=[O:13])[cH:7]1. Starting materials: CC(C)=O, COc1c(C)c(C=O)c(OC)c(OC)c1OC, C[O-], CO, [Na+]. Product: COc1c(C)c(C=CC(C)=O)c(OC)c(OC)c1OC. RXN SMILES: [CH3:18][C:19]([CH3:20])=[O:21].[CH3:1][O:2][c:3]1[c:4]([CH:5]=[O:6])[c:7]([CH3:17])[c:8]([O:15][CH3:16])[c:9]([O:13][CH3:14])[c:10]1[O:11][CH3:12].[CH3:22][O-:23].[CH3:25][OH:26].[Na+:24]>>[CH3:1][O:2][c:3]1[c:4]([CH:5]=[CH:18][C:19]([CH3:20])=[O:21])[c:7]([CH3:17])[c:8]([O:15][CH3:16])[c:9]([O:13][CH3:14])[c:10]1[O:11][CH3:12]. Reactants: CCC(C)C(NC(=O)OC(C)(C)C)C(=O)NC(Cc1c[nH]cn1)C(=O)O, COC(=O)C(CO)NC(=O)C1CCCN1, CN1CCOCC1, CN(C)C=O, C(=NC1CCCCC1)=NC1CCCCC1, Cl, Cl, On1nnc2ccccc21. Product: CCC(C)C(NC(=O)OC(C)(C)C)C(=O)NC(Cc1c[nH]cn1)C(=O)N1CCCC1C(=O)NC(CO)C(=O)OC. RXN SMILES: [C:2]([CH3:3])([CH3:4])([CH3:5])[O:6][C:7](=[O:8])[NH:9][CH:10]([CH:11]([CH3:12])[CH2:13][CH3:14])[C:15](=[O:16])[NH:17][CH:18]([CH2:19][c:20]1[cH:21][nH:22][cH:23][n:24]1)[C:25](=[O:26])[OH:27].[CH3:29][O:30][C:31]([CH:32]([NH:33][C:34]([CH:35]1[NH:36][CH2:37][CH2:38][CH2:39]1)=[O:40])[CH2:41][OH:42])=[O:43].[CH3:54][N:55]1[CH2:56][CH2:57][O:58][CH2:59][CH2:60]1.[CH3:76][N:77]([CH3:78])[CH:79]=[O:80].[CH:61]1([N:62]=[C:63]=[N:64][CH:65]2[CH2:66][CH2:67][CH2:68][CH2:69][CH2:70]2)[CH2:71][CH2:72][CH2:73][CH2:74][CH2:75]1.[ClH:1].[ClH:28].[OH:44][n:45]1[c:46]2[cH:47][cH:48][cH:49][cH:50][c:51]2[n:52][n:53]1>>[C:2]([CH3:3])([CH3:4])([CH3:5])[O:6][C:7](=[O:8])[NH:9][CH:10]([CH:11]([CH3:12])[CH2:13][CH3:14])[C:15](=[O:16])[NH:17][CH:18]([CH2:19][c:20]1[cH:21][nH:22][cH:23][n:24]1)[C:25](=[O:26])[N:36]1[CH:35]([C:34]([NH:33][CH:32]([C:31]([O:30][CH3:29])=[O:43])[CH2:41][OH:42])=[O:40])[CH2:39][CH2:38][CH2:37]1. Reactants: CCN=C=NCCCN(C)C, ClCCl, Nc1nc(-c2ccco2)c2ncn(CC(=O)O)c2n1, Nc1ccccc1. Product: Nc1nc(-c2ccco2)c2ncn(CC(=O)Nc3ccccc3)c2n1. RXN SMILES: [CH3:20][CH2:21][N:22]=[C:23]=[N:24][CH2:25][CH2:26][CH2:27][N:28]([CH3:29])[CH3:30].[Cl:38][CH2:39][Cl:40].[NH2:1][c:2]1[n:3][c:4](-[c:15]2[o:16][cH:17][cH:18][cH:19]2)[c:5]2[n:6][cH:7][n:8]([CH2:11][C:12](=[O:13])[OH:14])[c:9]2[n:10]1.[NH2:31][c:32]1[cH:33][cH:34][cH:35][cH:36][cH:37]1>>[NH2:1][c:2]1[n:3][c:4](-[c:15]2[o:16][cH:17][cH:18][cH:19]2)[c:5]2[n:6][cH:7][n:8]([CH2:11][C:12](=[O:14])[NH:31][c:32]3[cH:33][cH:34][cH:35][cH:36][cH:37]3)[c:9]2[n:10]1. The reactants are F[B-](F)(F)F, F[B-](F)(F)F, CS(=O)(=O)N1CCN(Cc2ccc3[nH]c(-c4cc5ccccc5[nH]c4=O)cc3c2)CC1, CC#N, F[N+]12CC[N+](CCl)(CC1)CC2. Product: CS(=O)(=O)N1CCN(Cc2ccc3[nH]c(-c4cc5ccccc5[nH]c4=O)c(F)c3c2)CC1. RXN SMILES: [B-:32]([F:33])([F:34])([F:35])[F:36].[B-:37]([F:38])([F:39])([F:40])[F:41].[CH3:1][S:2](=[O:3])(=[O:4])[N:5]1[CH2:6][CH2:7][N:8]([CH2:11][c:12]2[cH:13][c:14]3[cH:15][c:16](-[c:21]4[c:22](=[O:31])[nH:23][c:24]5[cH:25][cH:26][cH:27][cH:28][c:29]5[cH:30]4)[nH:17][c:18]3[cH:19][cH:20]2)[CH2:9][CH2:10]1.[CH3:53][C:54]#[N:55].[Cl:42][CH2:43][N+:44]12[CH2:45][CH2:46][N+:47]([F:48])([CH2:49][CH2:50]1)[CH2:51][CH2:52]2>>[CH3:1][S:2](=[O:3])(=[O:4])[N:5]1[CH2:6][CH2:7][N:8]([CH2:11][c:12]2[cH:13][c:14]3[c:15]([F:33])[c:16](-[c:21]4[c:22](=[O:31])[nH:23][c:24]5[cH:25][cH:26][cH:27][cH:28][c:29]5[cH:30]4)[nH:17][c:18]3[cH:19][cH:20]2)[CH2:9][CH2:10]1. Reactants: NN1C(=NN=C(C1=O)C1(CC1)C)S (4-amino-6-(1-methylcyclopropyl)-3-mercapto-1,2,4-triazin-5-one), CO (methanol), CI (methyl iodide). The solvent is [OH-].[Na+] (NaOH). Conditions: time 6 hour. Product: NN1C(=NN=C(C1=O)C1(CC1)C)SC (4-amino-6-(1-methylcyclopropyl)-3-methylthio-1,2,4-triazin-5-one). Isolated yield 82.3%. RXN SMILES: [NH2:1][N:2]1[C:7](=[O:8])[C:6]([C:9]2([CH3:12])[CH2:11][CH2:10]2)=[N:5][N:4]=[C:3]1[SH:13].[CH3:14]O.CI>[OH-].[Na+]>[NH2:1][N:2]1[C:7](=[O:8])[C:6]([C:9]2([CH3:12])[CH2:10][CH2:11]2)=[N:5][N:4]=[C:3]1[S:13][CH3:14] |f:3.4|. Procedure: 198 g of compound obtained according to (b) is dissolved in 500 ml of 2 N NaOH, and 500 ml of methanol and 150 g of methyl iodide are added. The reaction mixture is stirred at 20° to 30° C. for 6 hours. The crystals which have formed are filtered off with suction, washed and dried to yield 174.5 g of final product (dried in vacuo at 40° C.); white crystals; melting point 115° to 116° C.; yield 82.3% of theory. Reaction conditions: time 1 hour. RXN SMILES: C1CCC(N=C=NC2CCCCC2)CC1.[OH:16][C:17]([CH:19]([C:26]([F:29])([F:28])[F:27])[CH2:20][NH:21][C:22]([NH:24][CH3:25])=[O:23])=O>CN(C=O)C>[CH3:25][N:24]1[C:17](=[O:16])[CH:19]([C:26]([F:29])([F:28])[F:27])[CH2:20][NH:21][C:22]1=[O:23]. Reported procedure: A solution of DCC (428 mg; 2.1 mmoles) in DMF (1 ml) was added dropwise to a solution of 1-(2-hydroxycarbonyl-3,3,3-trifluoropropyl)-3-methylurea (428 mg; 2.0 mmoles) obtained above in DMF (2 ml). The mixture was stirred for 1 hour, and the precipitated solid was filtered off and washed with ethyl acetate. The solvents were evaporated under reduced pressure from the combined filtrates. The residue was purified by a column chromatography on silica gel (ethyl acetate:chloroform=1:1) to give 368 mg... The reactants are C1CCC(CC1)N=C=NC2CCCCC2 (DCC), OC(=O)C(CNC(=O)NC)C(F)(F)F (1-(2-hydroxycarbonyl-3,3,3-trifluoropropyl)-3-methylurea). Run in CN(C)C=O (DMF), CN(C)C=O (DMF). Yield: 93.8%. The product is CN1C(NCC(C1=O)C(F)(F)F)=O (3-methyl-5-trifluoromethyl-5,6-dihydrouracil).